From a dataset of the Open Reaction Database (ORD), a public repository of structured organic reaction records. describe an organic reaction: reactants, conditions, products, and yield Reactants: FC=1C=C(C=CC1O)C=1OC2=C(C=NC(=C2)OC[C@H](C)NC(C)=O)N1 (N-((2S)-1-((2-(3-fluoro-4-hydroxyphenyl)[1,3]oxazolo[4,5-c]pyridin-6-yl)oxy)propan-2-yl)acetamide), BrCC(CC)=O (1-bromobutan-2-one). The product is FC=1C=C(C=CC1OCC(CC)=O)C=1OC2=C(C=NC(=C2)OC[C@H](C)NC(C)=O)N1 (N-((2S)-1-((2-(3-fluoro-4-(2-oxobutoxy)phenyl)[1,3]oxazolo[4,5-c]pyridin-6-yl)oxy)propan-2-yl)acetamide). Reaction SMILES: [F:1][C:2]1[CH:3]=[C:4]([C:9]2[O:10][C:11]3[CH:16]=[C:15]([O:17][CH2:18][C@@H:19]([NH:21][C:22](=[O:24])[CH3:23])[CH3:20])[N:14]=[CH:13][C:12]=3[N:25]=2)[CH:5]=[CH:6][C:7]=1[OH:8].Br[CH2:27][C:28](=[O:31])[CH2:29][CH3:30]>>[F:1][C:2]1[CH:3]=[C:4]([C:9]2[O:10][C:11]3[CH:16]=[C:15]([O:17][CH2:18][C@@H:19]([NH:21][C:22](=[O:24])[CH3:23])[CH3:20])[N:14]=[CH:13][C:12]=3[N:25]=2)[CH:5]=[CH:6][C:7]=1[O:8][CH2:27][C:28](=[O:31])[CH2:29][CH3:30]. Reported procedure: Using N-((2S)-1-((2-(3-fluoro-4-hydroxyphenyl)[1,3]oxazolo[4,5-c]pyridin-6-yl)oxy)propan-2-yl)acetamide and 1-bromobutan-2-one, and in the same manner as in Example 5, the title compound was obtained. The reactants are Cc1ccc(S(=O)(=O)N(C)c2ccccc(N)c2=O)cc1, [Na+], [Na+], O=C([O-])[O-], O=S(=O)(O)O. RXN SMILES: [NH2:1][c:2]1[c:3](=[O:21])[c:4]([N:9]([CH3:10])[S:11]([c:12]2[cH:13][cH:14][c:15]([CH3:16])[cH:17][cH:18]2)(=[O:19])=[O:20])[cH:5][cH:6][cH:7][cH:8]1.[Na+:22].[Na+:23].[O-:24][C:25](=[O:26])[O-:27].[S:28](=[O:29])(=[O:30])([OH:31])[OH:32]>>[NH2:1][c:2]1[c:3](=[O:21])[c:4]([NH:9][CH3:10])[cH:5][cH:6][cH:7][cH:8]1. Yields the product CNc1ccccc(N)c1=O. Starting materials: CC=1C=C(C=C(C1)B1OC(C(O1)(C)C)(C)C)NC1=NC=CC(=N1)C(F)(F)F (N-[3-methyl-5-(4,4,5,5-tetramethyl-1,3,2-dioxaborolan-2-yl)phenyl]-4-(trifluoromethyl)pyrimidin-2-amine), BrC1=CN=CS1 (5-bromo-1,3-thiazole), C([O-])([O-])=O.[Na+].[Na+] (sodium carbonate). Reagents/catalysts: C1=CC=C(C=C1)P([C-]2C=CC=C2)C3=CC=CC=C3.C1=CC=C(C=C1)P([C-]2C=CC=C2)C3=CC=CC=C3.Cl[Pd]Cl.[Fe+2] (Pd(dppf)Cl2). Solvent: O1CCOCC1 (1,4-dioxane), O (water). The product is CC=1C=C(C=C(C1)C1=CN=CS1)NC1=NC=CC(=N1)C(F)(F)F (N-[3-methyl-5-(1,3-thiazol-5-yl)phenyl]-4-(trifluoromethyl)pyrimidin-2-amine). As a reaction SMILES: [CH3:1][C:2]1[CH:3]=[C:4]([NH:17][C:18]2[N:23]=[C:22]([C:24]([F:27])([F:26])[F:25])[CH:21]=[CH:20][N:19]=2)[CH:5]=[C:6](B2OC(C)(C)C(C)(C)O2)[CH:7]=1.Br[C:29]1[S:33][CH:32]=[N:31][CH:30]=1.C(=O)([O-])[O-].[Na+].[Na+]>O1CCOCC1.O.C1C=CC(P(C2C=CC=CC=2)[C-]2C=CC=C2)=CC=1.C1C=CC(P(C2C=CC=CC=2)[C-]2C=CC=C2)=CC=1.Cl[Pd]Cl.[Fe+2]>[CH3:1][C:2]1[CH:3]=[C:4]([NH:17][C:18]2[N:23]=[C:22]([C:24]([F:26])([F:25])[F:27])[CH:21]=[CH:20][N:19]=2)[CH:5]=[C:6]([C:29]2[S:33][CH:32]=[N:31][CH:30]=2)[CH:7]=1 |f:2.3.4,7.8.9.10|. Reported procedure: To a solution of N-[3-methyl-5-(4,4,5,5-tetramethyl-1,3,2-dioxaborolan-2-yl)phenyl]-4-(trifluoromethyl)pyrimidin-2-amine (80 g, 211.08 mmol) in 1,4-dioxane (800 mL) was added 5-bromo-1,3-thiazole (28 g, 171.78 mmol), Pd(dppf)Cl2 (8 g, 10.62 mmol) and a solution of sodium carbonate (44.7 g, 421.70 mmol) in water (447 mL). The resulting solution was heated to reflux for 1 hour. Then it was allowed to cool to room temperature and was concentrated in vacuo. The residue was diluted with EtOAc (500 mL... Reactants: CC1=CC(=C(O1)C(F)(F)F)CO ((5-Methyl-2-trifluoromethyl-furan-3-yl)-methanol), C(C)(C)(C)OC(=O)N1CC(C1)OC1=C(C=CC(=C1)Cl)O (3-(5-chloro-2-hydroxy-phenoxy)-azetidine-1-carboxylic acid tert-butyl ester). Product: C(C)(C)(C)OC(=O)N1CC(C1)OC1=C(C=CC(=C1)Cl)OCC1=C(OC(=C1)C)C(F)(F)F (3-[5-chloro-2-(5-methyl-2-trifluoromethyl-furan-3-ylmethoxy)-phenoxy]-azetidine-1-carboxylic acid tert-butyl ester). Reaction SMILES: [CH3:1][C:2]1[O:6][C:5]([C:7]([F:10])([F:9])[F:8])=[C:4]([CH2:11][OH:12])[CH:3]=1.[C:13]([O:17][C:18]([N:20]1[CH2:23][CH:22]([O:24][C:25]2[CH:30]=[C:29]([Cl:31])[CH:28]=[CH:27][C:26]=2O)[CH2:21]1)=[O:19])([CH3:16])([CH3:15])[CH3:14]>>[C:13]([O:17][C:18]([N:20]1[CH2:23][CH:22]([O:24][C:25]2[CH:30]=[C:29]([Cl:31])[CH:28]=[CH:27][C:26]=2[O:12][CH2:11][C:4]2[CH:3]=[C:2]([CH3:1])[O:6][C:5]=2[C:7]([F:10])([F:8])[F:9])[CH2:21]1)=[O:19])([CH3:16])([CH3:14])[CH3:15]. Reported procedure: Synthesized from the title compound of Step A and 3-(5-chloro-2-hydroxy-phenoxy)-azetidine-1-carboxylic acid tert-butyl ester using general procedure 7. MS (ESI): mass calcd. for C21H23ClF3NO5, 461.1; m/z found, 485.9 [M+Na]+. 1H NMR 6.91 (dd, J=8.6, 2.3 Hz, 1H), 6.84 (d, J=8.6 Hz, 1H), 6.55 (d, J=2.3 Hz, 1H), 6.22 (s, 1H), 5.07-5.00 (m, 2H), 4.90-4.81 (m, 1H), 4.30 (ddd, J=9.7, 6.5, 0.8 Hz, 2H), 4.06 (dd, J=9.8, 4.0 Hz, 2H), 2.34 (s, 3H), 1.45 (s, 9H). Starting materials: [Br-], C[Mg+], CCOCC, COc1cc(Cl)cc(C=O)c1OC. The product is COc1cc(Cl)cc(C(C)O)c1OC. As a reaction SMILES: [Br-:14].[CH3:15][Mg+:16].[CH3:17][CH2:18][O:19][CH2:20][CH3:21].[Cl:1][c:2]1[cH:3][c:4]([O:12][CH3:13])[c:5]([O:10][CH3:11])[c:6]([CH:7]=[O:8])[cH:9]1>>[Cl:1][c:2]1[cH:3][c:4]([O:12][CH3:13])[c:5]([O:10][CH3:11])[c:6]([CH:7]([OH:8])[CH3:15])[cH:9]1. The reactants are [Si](C)(C)(C(C)(C)C)OCCN1N=C(C=C1)N (1-(2-(tert-butyldimethylsilyloxy)ethyl)-1H-pyrazol-3-amine), BrC=1C(N(C=C(C1)Br)C)=O (3,5-dibromo-1-methylpyridin-2(1H)-one), CC1(C2=C(C(=CC=C2)P(C3=CC=CC=C3)C4=CC=CC=C4)OC5=C(C=CC=C51)P(C6=CC=CC=C6)C7=CC=CC=C7)C (XantPhos), C(=O)([O-])[O-].[Cs+].[Cs+] (Cs2CO3). Reagents/catalysts: C=1C=CC(=CC1)/C=C/C(=O)/C=C/C2=CC=CC=C2.C=1C=CC(=CC1)/C=C/C(=O)/C=C/C2=CC=CC=C2.C=1C=CC(=CC1)/C=C/C(=O)/C=C/C2=CC=CC=C2.[Pd].[Pd] (Pd2(dba)3). Run in O1CCOCC1 (dioxane). Run at temperature 120 celsius. The product is BrC=1C=C(C(N(C1)C)=O)NC1=NN(C=C1)CCO[Si](C)(C)C(C)(C)C (5-Bromo-3-(1-(2-(tert-butyldimethylsilyloxy)ethyl)-1H-pyrazol-3-ylamino)-1-methylpyridin-2(1H)-one). The yield is 37.4%. Reaction SMILES: [Si:1]([O:8][CH2:9][CH2:10][N:11]1[CH:15]=[CH:14][C:13]([NH2:16])=[N:12]1)([C:4]([CH3:7])([CH3:6])[CH3:5])([CH3:3])[CH3:2].Br[C:18]1[C:19](=[O:26])[N:20]([CH3:25])[CH:21]=[C:22]([Br:24])[CH:23]=1.CC1(C)C2C(=C(P(C3C=CC=CC=3)C3C=CC=CC=3)C=CC=2)OC2C(P(C3C=CC=CC=3)C3C=CC=CC=3)=CC=CC1=2.C([O-])([O-])=O.[Cs+].[Cs+]>O1CCOCC1.C1C=CC(/C=C/C(/C=C/C2C=CC=CC=2)=O)=CC=1.C1C=CC(/C=C/C(/C=C/C2C=CC=CC=2)=O)=CC=1.C1C=CC(/C=C/C(/C=C/C2C=CC=CC=2)=O)=CC=1.[Pd].[Pd]>[Br:24][C:22]1[CH:23]=[C:18]([NH:16][C:13]2[CH:14]=[CH:15][N:11]([CH2:10][CH2:9][O:8][Si:1]([C:4]([CH3:7])([CH3:5])[CH3:6])([CH3:3])[CH3:2])[N:12]=2)[C:19](=[O:26])[N:20]([CH3:25])[CH:21]=1 |f:3.4.5,7.8.9.10.11|. Procedure: A mixture of 1-(2-(tert-butyldimethylsilyloxy)ethyl)-1H-pyrazol-3-amine 116b (1.2 g, 5 mmol), 3,5-dibromo-1-methylpyridin-2(1H)-one (1.3 g, 5 mmol), XantPhos (300 mg, 0.5 mmol), Pd2(dba)3 (460 mg, 0.5 mmol) and Cs2CO3 (4 g, 2.5 mmol) in dioxane (30 mL) was heated in a sealed tube at 120° C. for 2 h under nitrogen. After reaction the mixture was filtered and the filtrated was evaporated in vacuo to give a yellow solid, which was then washed with ethyl acetate (6 mL×3) to give 163a as a yellow sol... Procedure details: 7-Chloro-4-hydroxyquinoline (35 g, 0.195 mol; available from Aldrich, Milwaukee, Wis.) and nitric acid (350 mL of 70%) were combined and heated at reflux for 75 minutes. The reaction mixture was poured over ice while still hot. The resulting bright yellow precipitate was isolated by filtration and then washed 3 times with boiling ethyl acetate to provide 17.3 g of 7-chloro-3-nitro-4-hydroxyquinoline as a pale yellow solid. RXN SMILES: [Cl:1][C:2]1[CH:11]=[C:10]2[C:5]([C:6]([OH:12])=[CH:7][CH:8]=[N:9]2)=[CH:4][CH:3]=1.[N+:13]([O-])([OH:15])=[O:14]>>[Cl:1][C:2]1[CH:11]=[C:10]2[C:5]([C:6]([OH:12])=[C:7]([N+:13]([O-:15])=[O:14])[CH:8]=[N:9]2)=[CH:4][CH:3]=1. Starting materials: ClC1=CC=C2C(=CC=NC2=C1)O (7-Chloro-4-hydroxyquinoline), [N+](=O)(O)[O-] (nitric acid). Product: ClC1=CC=C2C(=C(C=NC2=C1)[N+](=O)[O-])O (7-chloro-3-nitro-4-hydroxyquinoline).